From a dataset of the Open Reaction Database (ORD), a public repository of structured organic reaction records. describe an organic reaction: reactants, conditions, products, and yield As a reaction SMILES: [Br:1][c:2]1[cH:3][c:4]([OH:8])[cH:5][cH:6][cH:7]1.[C:9]([CH3:10])([CH3:11])([CH3:12])[Si:13]([CH3:14])([CH3:15])[Cl:16].[CH3:23][N:24]([CH3:25])[CH:26]=[O:27].[OH2:22].[nH:17]1[cH:18][cH:19][n:20][cH:21]1>>[Br:1][c:2]1[cH:3][c:4]([O:8][Si:13]([C:9]([CH3:10])([CH3:11])[CH3:12])([CH3:14])[CH3:15])[cH:5][cH:6][cH:7]1. Yields the product CC(C)(C)[Si](C)(C)Oc1cccc(Br)c1. Starting materials: Oc1cccc(Br)c1, CC(C)(C)[Si](C)(C)Cl, CN(C)C=O, O, c1c[nH]cn1. The reactants are C(C)(C)(C)OC(N[C@H]1[C@@H](CCCC1)N)=O (trans-(2-amino-cyclohexyl)-carbamic acid tert-butyl ester), COC1OC(CC1C=O)OC (2,5-dimethoxy-3-tetrahydrofurancarboxaldehyde). Run in N1=CC=CC=C1 (pyridine), C(C)(=O)O (acetic acid). The product is C(C)(C)(C)OC(N[C@H]1[C@@H](CCCC1)N1C=C(C=C1)C=O)=O (trans-[2-(3-Formyl-pyrrol-1-yl)-cyclohexyl]-carbamic acid tert-butyl ester). The yield is 61.1%. As a reaction SMILES: [C:1]([O:5][C:6](=[O:15])[NH:7][C@@H:8]1[CH2:13][CH2:12][CH2:11][CH2:10][C@H:9]1[NH2:14])([CH3:4])([CH3:3])[CH3:2].C[O:17][CH:18]1[CH:22]([CH:23]=O)[CH2:21][CH:20](OC)O1>N1C=CC=CC=1.C(O)(=O)C>[C:1]([O:5][C:6](=[O:15])[NH:7][C@@H:8]1[CH2:13][CH2:12][CH2:11][CH2:10][C@H:9]1[N:14]1[CH:20]=[CH:21][C:22]([CH:18]=[O:17])=[CH:23]1)([CH3:4])([CH3:2])[CH3:3]. Procedure: A solution of trans-(2-amino-cyclohexyl)-carbamic acid tert-butyl ester (Tetrahedron Lett. 2000, 41, 9607; 400 mg, 1.87 mmol) and 2,5-dimethoxy-3-tetrahydrofurancarboxaldehyde (365 mg, 2.05 mmol) in pyridine (0.5 mL) and acetic acid (0.82 mL) was heated at 100° C. for 4.5 h. After cooling, the reaction mixture was partitioned between ethyl acetate and 10% aq. citric acid solution. The organic layer was washed with brine, dried (MgSO4), and evaporated. Chromatography (SiO2, heptane-ethyl acetate ... Starting materials: aldehyde, CC(=C)C=CC (2-methyl1,3-pentadiene), O=CC(C)=C (methacrolein), C(C)(C)[Mg]Br (isopropylmagnesium bromide), [Cl-].[NH4+] (ammonium chloride). Run in C(C)OCC (diethyl ether). Conditions: time 2 hour. Yields the product CC1(C(C=C(CC1)C)C)C=O (1,2,4-trimethyl-3-cyclohexene-1-carboxaldehyde). Reaction SMILES: [CH3:1][C:2]([CH:4]=[CH:5]C)=[CH2:3].[O:7]=[CH:8][C:9](=[CH2:11])[CH3:10].[CH:12]([Mg]Br)(C)C.[Cl-].[NH4+]>C(OCC)C>[CH3:11][C:9]1([CH:8]=[O:7])[CH2:5][CH2:4][C:2]([CH3:3])=[CH:1][CH:10]1[CH3:12] |f:3.4|. Procedure: 1,2,4-trimethyl-3-cyclohexene-1-carboxaldehyde was prepared by a Diels-Alder reaction between 2-methyl1,3-pentadiene and methacrolein (prepared by Mannich-chemistry). To this aldehyde (15 g, 0.1M) in 100 ml diethyl ether, cooled in an ice bath, was added via a syringe isopropylmagnesium bromide (60 ml, 2.0M solution in diethyl ether). The reaction mixture was stirred for 2 hours and allowed to warm to ambient temperature then poured slowly into a dilute aqueous solution of ammonium chloride. The...